describe an organic reaction: reactants, conditions, products, and yield From a dataset of the Open Reaction Database (ORD), a public repository of structured organic reaction records. The reactants are FC1=CC=C(C=C1)N1N=C(C=C1C1=CC(=CC=C1)COCC(F)(F)F)N (1-(4-fluorophenyl)-5-[3-(2,2,2-trifluoroethoxymethyl)phenyl]-1H-pyrazol-3-ylamine), O (water), O=C1C[C@@H](CN1)C(=O)O ((S)-5-oxopyrrolidine-3-carboxylic acid), CCN=C=NCCCN(C)C.Cl (WSC.HCl). The solvent is CN(C(C)=O)C (N,N-dimethylacetamide). Run at time 0.5 hour. Yields the product FC1=CC=C(C=C1)N1N=C(C=C1C1=CC(=CC=C1)COCC(F)(F)F)NC(=O)[C@@H]1CNC(C1)=O ((S)-5-Oxopyrrolidine-3-carboxylic acid{1-(4-fluorophenyl)-5-[3-(2,2,2-trifluoroethoxymethyl)phenyl]-1H-pyrazol-3-yl}amide). The yield is 46.4%. Reaction SMILES: [F:1][C:2]1[CH:7]=[CH:6][C:5]([N:8]2[C:12]([C:13]3[CH:18]=[CH:17][CH:16]=[C:15]([CH2:19][O:20][CH2:21][C:22]([F:25])([F:24])[F:23])[CH:14]=3)=[CH:11][C:10]([NH2:26])=[N:9]2)=[CH:4][CH:3]=1.[O:27]=[C:28]1[NH:32][CH2:31][C@@H:30]([C:33](O)=[O:34])[CH2:29]1.CCN=C=NCCCN(C)C.Cl.O>CN(C)C(=O)C>[F:1][C:2]1[CH:7]=[CH:6][C:5]([N:8]2[C:12]([C:13]3[CH:18]=[CH:17][CH:16]=[C:15]([CH2:19][O:20][CH2:21][C:22]([F:24])([F:23])[F:25])[CH:14]=3)=[CH:11][C:10]([NH:26][C:33]([C@H:30]3[CH2:29][C:28](=[O:27])[NH:32][CH2:31]3)=[O:34])=[N:9]2)=[CH:4][CH:3]=1 |f:2.3|. Procedure details: To a solution of 1-(4-fluorophenyl)-5-[3-(2,2,2-trifluoroethoxymethyl)phenyl]-1H-pyrazol-3-ylamine (43 mg) in N,N-dimethylacetamide (0.4 ml) were sequentially added (S)-5-oxopyrrolidine-3-carboxylic acid (17 mg) prepared according to the same procedures as Preparation 5 and WSC.HCl (34 mg) at room temperature, and the mixture was stirred for 0.5 hours. To this reaction mixture was added water, and then the precipitated solid was collected by filtration. This solid was purified by silica gel thin... Reactants: FC1=CC=C2C(=C(C(=NC2=C1)C1=C(C=CC=C1)S(=O)(=O)C)C)N1CC(C2=CC=C(C=C12)I)(C)C (7-fluoro-4-(6-iodo-3,3-dimethylindolin-1-yl)-3-methyl-2-(2-(methylsulfonyl)phenyl)quinoline), CC(C)([O-])C.[Na+] (sodium tert-butoxide), N1CCOCC1 (morpholine), C1(CCCCC1)P(C1(C(=C(C=C(C1)C(C)C)C(C)C)C1=CC=CC=C1)C(C)C)C1CCCCC1 (2-dicyclohexylphosphino-2,4,6-triisopropylbiphenyl). Reagents/catalysts: C=1C=CC(=CC1)/C=C/C(=O)/C=C/C2=CC=CC=C2.C=1C=CC(=CC1)/C=C/C(=O)/C=C/C2=CC=CC=C2.C=1C=CC(=CC1)/C=C/C(=O)/C=C/C2=CC=CC=C2.[Pd].[Pd] (Pd2dba3). The solvent is C1(=CC=CC=C1)C (toluene). Reaction conditions: temperature 95 celsius. Product: CC1(CN(C2=CC(=CC=C12)N1CCOCC1)C1=C(C(=NC2=CC(=CC=C12)F)C1=C(C=CC=C1)S(=O)(=O)C)C)C (4-(3,3-Dimethyl-6-(4-morpholinyl)-2,3-dihydro-1H-indol-1-yl)-7-fluoro-3-methyl-2-(2-(methylsulfonyl)phenyl)quinoline). Reaction SMILES: [F:1][C:2]1[CH:11]=[C:10]2[C:5]([C:6]([N:23]3[C:31]4[C:26](=[CH:27][CH:28]=[C:29](I)[CH:30]=4)[C:25]([CH3:34])([CH3:33])[CH2:24]3)=[C:7]([CH3:22])[C:8]([C:12]3[CH:17]=[CH:16][CH:15]=[CH:14][C:13]=3[S:18]([CH3:21])(=[O:20])=[O:19])=[N:9]2)=[CH:4][CH:3]=1.[NH:35]1[CH2:40][CH2:39][O:38][CH2:37][CH2:36]1.C1(P(C2CCCCC2)C2(C(C)C)CC(C(C)C)=CC(C(C)C)=C2C2C=CC=CC=2)CCCCC1.CC(C)([O-])C.[Na+]>C1(C)C=CC=CC=1.C1C=CC(/C=C/C(/C=C/C2C=CC=CC=2)=O)=CC=1.C1C=CC(/C=C/C(/C=C/C2C=CC=CC=2)=O)=CC=1.C1C=CC(/C=C/C(/C=C/C2C=CC=CC=2)=O)=CC=1.[Pd].[Pd]>[CH3:34][C:25]1([CH3:33])[C:26]2[C:31](=[CH:30][C:29]([N:35]3[CH2:40][CH2:39][O:38][CH2:37][CH2:36]3)=[CH:28][CH:27]=2)[N:23]([C:6]2[C:5]3[C:10](=[CH:11][C:2]([F:1])=[CH:3][CH:4]=3)[N:9]=[C:8]([C:12]3[CH:17]=[CH:16][CH:15]=[CH:14][C:13]=3[S:18]([CH3:21])(=[O:20])=[O:19])[C:7]=2[CH3:22])[CH2:24]1 |f:3.4,6.7.8.9.10|. Reported procedure: Prepared according to procedure N using 7-fluoro-4-(6-iodo-3,3-dimethylindolin-1-yl)-3-methyl-2-(2-(methylsulfonyl)phenyl)quinoline (68 mg, 0.12 mmol) (described herein), morpholine (20 μL, 0.23 mmol), Pd2dba3 (7.4 mg, 8.1 μmol), 2-dicyclohexylphosphino-2,4,6-triisopropylbiphenyl (8.2 mg, 0.017 mmol), and sodium tert-butoxide (22.1 mg, 0.23 mmol) in toluene (2.2 mL), and heated at 95° C. for 15 h. After purification 4-(3,3-dimethyl-6-(4-morpholinyl)-2,3-dihydro-1H-indol-1-yl)-7-fluoro-3-methyl-2... The reactants are O1C(CCCC1)OCC\C=C/CCCCCCCCCCF (14-fluoro-(Z)-3-tetradecen-1-yl tetrahydropyranyl ether). Run in CO (methanol). Product: FCCCCCCCCCC\C=C/CCO (14-fluoro-(Z)-3-tetradecen-1-ol). As a reaction SMILES: O1CCCCC1[O:7][CH2:8][CH2:9]/[CH:10]=[CH:11]\[CH2:12][CH2:13][CH2:14][CH2:15][CH2:16][CH2:17][CH2:18][CH2:19][CH2:20][CH2:21][F:22]>CO>[F:22][CH2:21][CH2:20][CH2:19][CH2:18][CH2:17][CH2:16][CH2:15][CH2:14][CH2:13][CH2:12]/[CH:11]=[CH:10]\[CH2:9][CH2:8][OH:7]. Procedure details: Following the procedure described in Example 6 using 353.6 mg (1.26 mmol) of 14-fluoro-(Z)-3-tetradecen-1-yl tetrahydropyranyl ether and 350 mg Dowex in about 10 ml of methanol affords 14-fluoro-(Z)-3-tetradecen-1-ol. Purification by flash chromatography affords 14-fluoro-(Z)-3-tetradecen-1-ol (211.8 mg, 73%) as a clear colorless oil: Rf=0.27, hexane/ethyl acetate (7:3, v/v); IR (film) ν3200-3500 (OH), 3025 (alkane CH); and 1H-NMR (CDCl3) δ1.20-1.70 (m, 16H), 2.10 (m, 2H), 2.39 (br q, J=5 Hz, 2H...